Dataset: the Open Reaction Database (ORD), a public repository of structured organic reaction records. Task: describe an organic reaction: reactants, conditions, products, and yield The reactants are CC(=O)OI1(C=2C=CC=CC2C(=O)O1)(OC(=O)C)OC(=O)C (Dess-Martin periodinane), ClC=1C(=CC(=C(C1)CO)[C@@H]1O[C@@H]([C@H]([C@@H]([C@H]1OCC1=CC=CC=C1)OCC1=CC=CC=C1)OCC1=CC=CC=C1)COCC1=CC=CC=C1)CC1=CC=C(C=C1)CC ((5-chloro-4-(4-ethylbenzyl)-2-((2S,3S,4R,5R,6R)-3,4,5-tris(benzyloxy)-6-(benzyloxymethyl)tetrahydro-2H-pyran-2-yl)phenyl)methanol). Solvent: ClCCl (dichloromethane), ClCCl (dichloromethane). Run at temperature 0 celsius. Product: ClC=1C(=CC(=C(C=O)C1)[C@@H]1O[C@@H]([C@H]([C@@H]([C@H]1OCC1=CC=CC=C1)OCC1=CC=CC=C1)OCC1=CC=CC=C1)COCC1=CC=CC=C1)CC1=CC=C(C=C1)CC (5-chloro-4-(4-ethylbenzyl)-2-((2S,3S,4R,5R,6R)-3,4,5-tris(benzyloxy)-6-(benzyloxymethyl)tetrahydro-2H-pyran-2-yl)benzaldehyde). The yield is 49.5%. Reaction SMILES: CC(OI1(OC(C)=O)(OC(C)=O)OC(=O)C2C=CC=CC1=2)=O.[Cl:23][C:24]1[C:25]([CH2:71][C:72]2[CH:77]=[CH:76][C:75]([CH2:78][CH3:79])=[CH:74][CH:73]=2)=[CH:26][C:27]([C@H:32]2[C@H:37]([O:38][CH2:39][C:40]3[CH:45]=[CH:44][CH:43]=[CH:42][CH:41]=3)[C@@H:36]([O:46][CH2:47][C:48]3[CH:53]=[CH:52][CH:51]=[CH:50][CH:49]=3)[C@H:35]([O:54][CH2:55][C:56]3[CH:61]=[CH:60][CH:59]=[CH:58][CH:57]=3)[C@@H:34]([CH2:62][O:63][CH2:64][C:65]3[CH:70]=[CH:69][CH:68]=[CH:67][CH:66]=3)[O:33]2)=[C:28]([CH2:30][OH:31])[CH:29]=1>ClCCl>[Cl:23][C:24]1[C:25]([CH2:71][C:72]2[CH:73]=[CH:74][C:75]([CH2:78][CH3:79])=[CH:76][CH:77]=2)=[CH:26][C:27]([C@H:32]2[C@H:37]([O:38][CH2:39][C:40]3[CH:41]=[CH:42][CH:43]=[CH:44][CH:45]=3)[C@@H:36]([O:46][CH2:47][C:48]3[CH:53]=[CH:52][CH:51]=[CH:50][CH:49]=3)[C@H:35]([O:54][CH2:55][C:56]3[CH:61]=[CH:60][CH:59]=[CH:58][CH:57]=3)[C@@H:34]([CH2:62][O:63][CH2:64][C:65]3[CH:66]=[CH:67][CH:68]=[CH:69][CH:70]=3)[O:33]2)=[C:28]([CH:29]=1)[CH:30]=[O:31]. Procedure: To a cold (0° C.) stirred suspension of Dess-Martin periodinane (1.24 g, 2.92 mmol) in dichloromethane (20 mL) was added (5-chloro-4-(4-ethylbenzyl)-2-((2S,3S,4R,5R,6R)-3,4,5-tris(benzyloxy)-6-(benzyloxymethyl)tetrahydro-2H-pyran-2-yl)phenyl)methanol (1.76 g, 2.25 mmol) (prepared as described in U.S. Ser. No. 12/060,767) in dichloromethane (3 mL). The mixture was stirred for 2 hours at 0° C., and the reaction was quenched with 2N sodium hydroxide (5 mL). The organic phase was separated, and the ... Starting materials: C1CCCCC1 (cyclohexane), BrC(C=O)C=O (2-bromo-malonaldehyde), O.C1(=CC=C(C=C1)S(=O)(=O)O)C (p-toluenesulfonic acid monohydrate). Solvent: CC(C)O (2-propanol). Product: BrC(C=O)=COC(C)C (2-bromo-3-(1-methylethoxy)-2-propenal). The yield is 103.0%. Reaction SMILES: [CH2:1]1[CH2:6][CH2:5]CCC1.[Br:7][CH:8]([CH:11]=[O:12])[CH:9]=[O:10].O.C1(C)C=CC(S(O)(=O)=O)=CC=1>CC(O)C>[Br:7][C:8](=[CH:11][O:12][CH:6]([CH3:5])[CH3:1])[CH:9]=[O:10] |f:2.3|. Procedure: With moderate agitation, a 20 gallon reactor system was charged with cyclohexane (29.12 L), 2-bromo-malonaldehyde (2.33 kg), p-toluenesulfonic acid monohydrate 43.94 g, and 2-propanol (4.65 L). The contents of the reactor were heated to allow for the removal of distillate under atmospheric pressure (jacket temp. 95° C. and process temp. at 66.4° C.). A total of 16 L of distillate was removed from the reaction via the cooling tower. This represents approximately 47% of the total volume of cyclohe... Reaction SMILES: [F:1][C:2]([F:25])([F:24])[C:3]1[CH:4]=[N:5][C:6]([NH:9][C@@H:10]2[CH2:15][C@@H:14]3[N:16](C(OC(C)(C)C)=O)[C@H:11]2[CH2:12][CH2:13]3)=[N:7][CH:8]=1.Cl>C(Cl)Cl.O1CCOCC1>[F:25][C:2]([F:1])([F:24])[C:3]1[CH:4]=[N:5][C:6]([NH:9][C@@H:10]2[CH2:15][C@@H:14]3[NH:16][C@H:11]2[CH2:12][CH2:13]3)=[N:7][CH:8]=1. Reaction conditions: time 8 hour. The product is FC(C=1C=NC(=NC1)N[C@H]1[C@@H]2CC[C@H](C1)N2)(F)F ((1S,2R,4R)—N-(5-(trifluoromethyl)pyrimidin-2-yl)-7-azabicyclo[2.2.1]heptan-2-amine). The solvent is C(Cl)Cl (DCM), O1CCOCC1 (dioxane). Procedure details: To the title compound of step A (355 mg, 1 mmol) in DCM (9.7 mL) was added 4M HCl in dioxane (1.2 mL). The reaction was allowed to proceed overnight then concentrated and neutralized with 5% Na2CO3 (aq) and extracted with DCM (2×). The combined organics were dried (Na2SO4) to give the title compound of step B that was used without further purification. Reactants: FC(C=1C=NC(=NC1)N[C@H]1[C@@H]2CC[C@H](C1)N2C(=O)OC(C)(C)C)(F)F ((1S,2R,4R)-tert-butyl 2-((5-(trifluoromethyl)pyrimidin-2-yl)amino)-7-azabicyclo[2.2.1]heptane-7-carboxylate), Cl (HCl).